describe an organic reaction: reactants, conditions, products, and yield From a dataset of the Open Reaction Database (ORD), a public repository of structured organic reaction records. Reactants: COC(=O)c1ccc(COc2cc(Cl)ccc2OCC(=O)N2CC(C)N(Cc3ccc(F)cc3)CC2C)nc1, CO, Cl, [Li+], C1CCOC1, [OH-], O, O. Product: CC1CN(C(=O)COc2ccc(Cl)cc2OCc2ccc(C(=O)O)cn2)C(C)CN1Cc1ccc(F)cc1. Reaction SMILES: [CH3:1][O:2][C:3]([c:4]1[cH:5][n:6][c:7]([CH2:10][O:11][c:12]2[c:13]([O:19][CH2:20][C:21](=[O:22])[N:23]3[CH:24]([CH3:38])[CH2:25][N:26]([CH2:30][c:31]4[cH:32][cH:33][c:34]([F:37])[cH:35][cH:36]4)[CH:27]([CH3:29])[CH2:28]3)[cH:14][cH:15][c:16]([Cl:18])[cH:17]2)[cH:8][cH:9]1)=[O:39].[CH3:50][OH:51].[ClH:48].[Li+:47].[O:40]1[CH2:41][CH2:42][CH2:43][CH2:44]1.[OH-:46].[OH2:45].[OH2:49]>>[O:2]=[C:3]([c:4]1[cH:5][n:6][c:7]([CH2:10][O:11][c:12]2[c:13]([O:19][CH2:20][C:21](=[O:22])[N:23]3[CH:24]([CH3:38])[CH2:25][N:26]([CH2:30][c:31]4[cH:32][cH:33][c:34]([F:37])[cH:35][cH:36]4)[CH:27]([CH3:29])[CH2:28]3)[cH:14][cH:15][c:16]([Cl:18])[cH:17]2)[cH:8][cH:9]1)[OH:39]. Starting materials: CO, CC(=O)NCCNc1nc2ccccc2n1C, Cl. Product: Cn1c(NCCN)nc2ccccc21. RXN SMILES: [CH3:19][OH:20].[CH3:1][n:2]1[c:3]([NH:11][CH2:12][CH2:13][NH:14][C:15](=[O:16])[CH3:17])[n:4][c:5]2[c:6]1[cH:7][cH:8][cH:9][cH:10]2.[ClH:18]>>[CH3:1][n:2]1[c:3]([NH:11][CH2:12][CH2:13][NH2:14])[n:4][c:5]2[c:6]1[cH:7][cH:8][cH:9][cH:10]2. Starting materials: C(C)(C)(C)OC(=O)N1C(=CC2=C(C=CC=C12)OCCN(C)C(=O)OC(C)(C)C)S(=O)(=O)C1=CC=CC=C1 (2-Benzenesulfonyl-4-[2-(tert-butoxycarbonyl-methyl-amino)-ethoxy]-indole-1-carboxylic acid tert-butyl ester), Cl (hydrogen chloride). Run in CCO (EtOH). Run at temperature 100 celsius. The product is Cl.C1(=CC=CC=C1)S(=O)(=O)C=1NC2=CC=CC(=C2C1)OCCNC ([2-(2-benzenesulfonyl-1H-indol-4-yloxy)-ethyl]-methyl-amine hydrochloride). RXN SMILES: C(OC([N:8]1[C:16]2[C:11](=[C:12]([O:17][CH2:18][CH2:19][N:20](C(OC(C)(C)C)=O)[CH3:21])[CH:13]=[CH:14][CH:15]=2)[CH:10]=[C:9]1[S:29]([C:32]1[CH:37]=[CH:36][CH:35]=[CH:34][CH:33]=1)(=[O:31])=[O:30])=O)(C)(C)C.[ClH:38]>CCO>[ClH:38].[C:32]1([S:29]([C:9]2[NH:8][C:16]3[C:11]([CH:10]=2)=[C:12]([O:17][CH2:18][CH2:19][NH:20][CH3:21])[CH:13]=[CH:14][CH:15]=3)(=[O:31])=[O:30])[CH:33]=[CH:34][CH:35]=[CH:36][CH:37]=1 |f:3.4|. Reported procedure: 2-Benzenesulfonyl-4-[2-(tert-butoxycarbonyl-methyl-amino)-ethoxy]-indole-1-carboxylic acid tert-butyl ester (0.250 g., 0.5 mmol) from Step 3 was dissolved in 5 mL EtOH. To this solution was added 1 mL of 2M ethanolic hydrogen chloride solution. The reaction mixture was heated at 100° C. for 35 minutes. Upon cooling to ambient temperature, a fine white precipitate was observed. After filtration and drying in vacuo at 60° C., [2-(2-benzenesulfonyl-1H-indol-4-yloxy)-ethyl]-methyl-amine hydrochlorid... Reactants: C(=O)([O-])[O-].[Na+].[Na+] (Na2CO3), C(=O)([O-])[O-].[K+].[K+] (K2CO3), C([C@H]([C@@H](CS)O)O)S (DTT), OS(=O)(=O)[O-].[K+] (KHSO4), COC1=CC=C(CS[C@@H]2C[C@H](N(C2)S(=O)(=O)C2=CC3=CC=CC=C3C=C2)C(=O)C2=CC=C(C=C2)OC)C=C1 ((2S,4R)-[4-(4-methoxy-benzylsulfanyl)-1-(naphthalene-2-sulfonyl)-pyrrolidin-2-yl]-(4-methoxy-phenyl)-methanone), C[Si](C)(C)Cl (trimethylsilyl chloride), CS(=O)C (DMSO). The solvent is CO (MeOH), C(=O)(C(F)(F)F)O (TFA). Reaction conditions: time 1.5 hour. The product is S[C@@H]1C[C@H](N(C1)S(=O)(=O)C1=CC2=CC=CC=C2C=C1)C(=O)C1=CC=C(C=C1)OC ((2S,4R)-[4-Mercapto-1-(naphthalene-2-sulfonyl)-pyrrolidin-2-yl]-(4-methoxy-phenyl)-methanone). The yield is 80.5%. As a reaction SMILES: COC1C=CC(C[S:8][C@H:9]2[CH2:13][N:12]([S:14]([C:17]3[CH:26]=[CH:25][C:24]4[C:19](=[CH:20][CH:21]=[CH:22][CH:23]=4)[CH:18]=3)(=[O:16])=[O:15])[C@H:11]([C:27]([C:29]3[CH:34]=[CH:33][C:32]([O:35][CH3:36])=[CH:31][CH:30]=3)=[O:28])[CH2:10]2)=CC=1.C[Si](Cl)(C)C.CS(C)=O.C([O-])([O-])=O.[Na+].[Na+].C([O-])([O-])=O.[K+].[K+].C(S)[C@@H](O)[C@H](O)CS.OS([O-])(=O)=O.[K+]>C(O)(C(F)(F)F)=O.CO>[SH:8][C@H:9]1[CH2:13][N:12]([S:14]([C:17]2[CH:26]=[CH:25][C:24]3[C:19](=[CH:20][CH:21]=[CH:22][CH:23]=3)[CH:18]=2)(=[O:16])=[O:15])[C@H:11]([C:27]([C:29]2[CH:30]=[CH:31][C:32]([O:35][CH3:36])=[CH:33][CH:34]=2)=[O:28])[CH2:10]1 |f:3.4.5,6.7.8,10.11|. Procedure: 140 mg (0.26 mmol) (2S,4R)-[4-(4-methoxy-benzylsulfanyl)-1-(naphthalene-2-sulfonyl)-pyrrolidin-2-yl]-(4-methoxy-phenyl)-methanone in 2 ml TFA were treated with 0.45 ml (6 mmol) trimethylsilyl chloride and 0.3 ml (6 mmol) DMSO for 2 h at RT, added to a sat. solution of Na2CO3 and extracted with EtOAc, washed with brine and dried. The crude product was dissolved in 6 ml acetonitrile, a sat. solution of K2CO3 in MeOH and 100 mg (0.65 mmol) DTT were added. The solution was stirred at RT for 1.5 h, t... Starting materials: C(C)(C)(C)OC[C@@H](C/C=C/[C@@H](CC(=O)OCC)C)C ((3R,7R)-E-Ethyl 8-tert. butoxy-3,7-dimethyl-4-octenoate), saturated ester (3S, 7R)-Ethyl 8-tert. butoxy-3,7-dimethyloctanoate, [H][H] (hydrogen). Reagents/catalysts: [Ni] (Raney nickel). The solvent is C(C)(=O)OCC (ethyl acetate). Product: C(C)OC(C[C@@H](CCC[C@H](COC(C)(C)C)C)C)=O ((3R,7R)-Ethyl-8-tert. butoxy-3,7-dimethyloctanoate). As a reaction SMILES: [C:1]([O:5][CH2:6][C@H:7]([CH3:19])[CH2:8]/[CH:9]=[CH:10]/[C@H:11]([CH3:18])[CH2:12][C:13]([O:15][CH2:16][CH3:17])=[O:14])([CH3:4])([CH3:3])[CH3:2].[H][H]>[Ni].C(OCC)(=O)C>[CH2:16]([O:15][C:13](=[O:14])[CH2:12][C@H:11]([CH3:18])[CH2:10][CH2:9][CH2:8][C@@H:7]([CH3:19])[CH2:6][O:5][C:1]([CH3:4])([CH3:3])[CH3:2])[CH3:17]. Procedure: A mixture of 1.104 g. (4.084 mmoles) of (3R,7R)-E-Ethyl 8-tert. butoxy-3,7-dimethyl-4-octenoate, a small amount of Raney nickel, and 30 ml. of ethyl acetate was stirred in an atmosphere of hydrogen, at room temperature, for 2 hours during which time approximately one equivalent ofhydrogen was taken up. The catalyst was filtered off and washed with ethyl acetate. Concentration of the combined filtrate and washes in vacuo followed by evaporative distillation afforded 1.045 g. (95%) of saturated es...